From a dataset of the Open Reaction Database (ORD), a public repository of structured organic reaction records. describe an organic reaction: reactants, conditions, products, and yield Starting materials: C1(=CC=CC=C1)OC(NC=1C(=NC(=C(C1)CC)C)OC)=O (Phenyl-N-(5-ethyl-2-methoxy-6-methylpyridin-3-yl)carbamate), C1(=CC=CC=C1)N1CCNCC1 (1-phenylpiperazine). Product: C(C)C=1C=C(C(=NC1C)OC)NC(=O)N1CCN(CC1)C1=CC=CC=C1 (1-[(5-ethyl-2-methoxy-6-methylpyridin-3-yl)aminocarbonyl]-4-phenylpiperazin). Isolated yield 86.0%. As a reaction SMILES: C1(O[C:8](=[O:21])[NH:9][C:10]2[C:11]([O:19][CH3:20])=[N:12][C:13]([CH3:18])=[C:14]([CH2:16][CH3:17])[CH:15]=2)C=CC=CC=1.[C:22]1([N:28]2[CH2:33][CH2:32][NH:31][CH2:30][CH2:29]2)[CH:27]=[CH:26][CH:25]=[CH:24][CH:23]=1>>[CH2:16]([C:14]1[CH:15]=[C:10]([NH:9][C:8]([N:31]2[CH2:32][CH2:33][N:28]([C:22]3[CH:27]=[CH:26][CH:25]=[CH:24][CH:23]=3)[CH2:29][CH2:30]2)=[O:21])[C:11]([O:19][CH3:20])=[N:12][C:13]=1[CH3:18])[CH3:17]. Procedure: Phenyl-N-(5-ethyl-2-methoxy-6-methylpyridin-3-yl)carbamate and 1-phenylpiperazine were reacted by the same way with the example 1 to obtain the titled compound. Reactants: CC(=O)NC1C(O)OC(CO)C(O)C1O, CCCCCCCCCCCC(=O)Cl, CCCCCCCCCCCCN. The product is CCCCCCCCCCCCN(C(=O)CCCCCCCCCCC)C1OC(CO)C(O)C(O)C1NC(C)=O. RXN SMILES: [C:1]([CH3:2])(=[O:3])[NH:4][CH:5]1[CH:6]([OH:7])[O:8][CH:9]([CH2:14][OH:15])[CH:10]([OH:13])[CH:11]1[OH:12].[C:29]([CH2:30][CH2:31][CH2:32][CH2:33][CH2:34][CH2:35][CH2:36][CH2:37][CH2:38][CH2:39][CH3:40])(=[O:41])[Cl:42].[CH2:16]([CH2:17][CH2:18][CH2:19][CH2:20][CH2:21][CH2:22][CH2:23][CH2:24][CH2:25][CH2:26][CH3:27])[NH2:28]>>[C:1]([CH3:2])(=[O:3])[NH:4][CH:5]1[CH:6]([N:28]([CH2:16][CH2:17][CH2:18][CH2:19][CH2:20][CH2:21][CH2:22][CH2:23][CH2:24][CH2:25][CH2:26][CH3:27])[C:29]([CH2:30][CH2:31][CH2:32][CH2:33][CH2:34][CH2:35][CH2:36][CH2:37][CH2:38][CH2:39][CH3:40])=[O:41])[O:8][CH:9]([CH2:14][OH:15])[CH:10]([OH:13])[CH:11]1[OH:12]. Starting materials: 20, NC1=C(C=C(C=C1)C(=O)C1=CC=C(C=C1)F)[N+](=O)[O-] ((4-amino-3-nitrophenyl)(4-fluorophenyl)methanone), CO (methanol), [BH4-].[Na+] (sodium tetrahydroborate). Run in C(C)(=O)O (acetic acid). Run at time 30 minute. Product: 20, NC1=C(C=C(C=C1)C(O)C1=CC=C(C=C1)F)[N+](=O)[O-] (4-amino-α-(4-fluorophenyl)-3-nitrobenzenemethanol). The yield is 99.0%. As a reaction SMILES: [NH2:1][C:2]1[CH:7]=[CH:6][C:5]([C:8]([C:10]2[CH:15]=[CH:14][C:13]([F:16])=[CH:12][CH:11]=2)=[O:9])=[CH:4][C:3]=1[N+:17]([O-:19])=[O:18].CO.[BH4-].[Na+]>C(O)(=O)C>[NH2:1][C:2]1[CH:7]=[CH:6][C:5]([CH:8]([C:10]2[CH:11]=[CH:12][C:13]([F:16])=[CH:14][CH:15]=2)[OH:9])=[CH:4][C:3]=1[N+:17]([O-:19])=[O:18] |f:2.3|. Procedure: To a stirred solution of 20 parts of (4-amino-3-nitrophenyl)(4-fluorophenyl)methanone in 120 parts of methanol were added 3.8 parts of sodium tetrahydroborate. The whole was stirred for 30 minutes at room temperature. 12 Parts of acetic acid were added and the mixture was stirred for 15 minutes. After evaporation, water was added to the residue. The product was extracted with 2,2'-oxybispropane. The extract was dried, filtered and evaporated, yielding 20 parts (99%) of 4-amino-α-(4-fluorophenyl)... The reactants are [Br-], C=CCC1(C)CC(c2cccc(Cl)c2)C(c2ccc(Cl)cc2)N(C(C=O)CC)C1=O, CC[Mg+]. Product: C=CCC1(C)CC(c2cccc(Cl)c2)C(c2ccc(Cl)cc2)N(C(CC)C(O)CC)C1=O. As a reaction SMILES: [Br-:31].[CH2:1]([CH:2]=[CH2:3])[C:4]1([CH3:30])[C:5](=[O:29])[N:6]([CH:24]([CH:25]=[O:26])[CH2:27][CH3:28])[CH:7]([c:17]2[cH:18][cH:19][c:20]([Cl:23])[cH:21][cH:22]2)[CH:8]([c:10]2[cH:11][c:12]([Cl:16])[cH:13][cH:14][cH:15]2)[CH2:9]1.[CH2:32]([CH3:33])[Mg+:34]>>[CH2:1]([CH:2]=[CH2:3])[C:4]1([CH3:30])[C:5](=[O:29])[N:6]([CH:24]([CH:25]([OH:26])[CH2:32][CH3:33])[CH2:27][CH3:28])[CH:7]([c:17]2[cH:18][cH:19][c:20]([Cl:23])[cH:21][cH:22]2)[CH:8]([c:10]2[cH:11][c:12]([Cl:16])[cH:13][cH:14][cH:15]2)[CH2:9]1. Starting materials: solution, C(C)C1(CCC2(OCCO2)CC1)C=NS(=O)C(C)(C)C (2-methyl-propane-2-sulfinic acid 1-(8-ethyl-1,4-dioxa-spiro[4.5]dec-8-yl)methylideneamide), C(C)C1(CCC2(OCCO2)CC1)C#N (8-ethyl-1,4-dioxa-spiro[4.5]decane-8-carbonitrile), C1(CC1)CC1(CCC2(OCCO2)CC1)C=NS(=O)C(C)(C)C (2-Methyl-propane-2-sulfinic acid 1-(8-cyclopropylmethyl-1,4-dioxa-spiro[4.5]dec-8-yl)-methylideneamide), FCS(=O)(=O)C1=CC=CC=C1 (fluoromethyl-phenyl sulfone), C[Si](C)(C)[N-][Si](C)(C)C.[Li+] (lithiumbis(trimethylsilyl)amide). Solvent: O1CCCC1 (tetrahydrofuran), O1CCCC1 (tetrahydrofuran). Run at temperature -78 celsius, time 1 hour. The product is C1(=CC=CC=C1)S(=O)(=O)C(C(C1(CCC2(OCCO2)CC1)CC)NS(=O)C(C)(C)C)F (2-Methyl-propane-2-sulfinic acid [2-benzenesulfonyl-1-(8-ethyl-1,4-dioxa-spiro[4.5]dec-8-yl)-2-fluoro-ethyl]-amide). Isolated yield 98.8%. Reaction SMILES: [CH2:1]([C:3]1([CH:13]=[N:14][S:15]([C:17]([CH3:20])([CH3:19])[CH3:18])=[O:16])[CH2:12][CH2:11][C:6]2([O:10][CH2:9][CH2:8][O:7]2)[CH2:5][CH2:4]1)[CH3:2].C(C1(C#N)CCC2(OCCO2)CC1)C.C1(CC2(C=NS(C(C)(C)C)=O)CCC3(OCCO3)CC2)CC1.[F:57][CH2:58][S:59]([C:62]1[CH:67]=[CH:66][CH:65]=[CH:64][CH:63]=1)(=[O:61])=[O:60].C[Si]([N-][Si](C)(C)C)(C)C.[Li+]>O1CCCC1>[C:62]1([S:59]([CH:58]([F:57])[CH:13]([NH:14][S:15]([C:17]([CH3:19])([CH3:18])[CH3:20])=[O:16])[C:3]2([CH2:1][CH3:2])[CH2:4][CH2:5][C:6]3([O:7][CH2:8][CH2:9][O:10]3)[CH2:11][CH2:12]2)(=[O:61])=[O:60])[CH:63]=[CH:64][CH:65]=[CH:66][CH:67]=1 |f:4.5|. Procedure details: To a solution of 1.70 g (5.64 mmol) of 2-methyl-propane-2-sulfinic acid 1-(8-ethyl-1,4-dioxa-spiro[4.5]dec-8-yl)methylideneamide (prepared from 8-ethyl-1,4-dioxa-spiro[4.5]decane-8-carbonitrile using the protocol described for the synthesis of 19) and 982 mg (5.64 mmol) of fluoromethyl-phenyl sulfone in 60 mL of abs. tetrahydrofuran were added at −78° C. 5.92 mL (5.92 mmol) of a 1M solution of lithiumbis(trimethylsilyl)amide in tetrahydrofuran. The mixture was stirred for 1 h at −78° C. before b... Reactants: C1=CC=CC=2SC3=C(C21)C(=C2C=CC=CC2=C3)C3=CC=C(C=C3)OS(=O)(=O)C (methanesulfonic acid 4-benzo[b]naphtho[2,3-d]thiophen-11-yl-phenyl ester), S(=O)(=O)(Cl)Cl (sulfuryl chloride), O (water). Procedure: To a solution of methanesulfonic acid 4-benzo[b]naphtho[2,3-d]thiophen-11-yl-phenyl ester (1.00 g, 2.47 mmol) in chloroform (10 mL) was added sulfuryl chloride (0.21 mL, 2.60 mmol, 1.05 eq) dropwise at room temperature under a dry nitrogen atmosphere. After stirring 19 hours the reaction mixture was added to water (100 mL) and the organics were extracted with ether (2×100 mL). The extracts were combined, washed with brine, combined with silica gel and the solvent was removed. The adsorbate was f... The solvent is C(Cl)(Cl)Cl (chloroform). Yields the product ClC1=C2C=CC=CC2=C(C=2C3=C(SC21)C=CC=C3)C3=CC=C(C=C3)OS(=O)(=O)C (Methanesulfonic acid 4-(6-Chloro-benzo[b]naphtho[2,3-d]thiophen-11-yl)-phenyl ester). As a reaction SMILES: [CH:1]1[C:9]2[C:8]3[C:10]([C:18]4[CH:23]=[CH:22][C:21]([O:24][S:25]([CH3:28])(=[O:27])=[O:26])=[CH:20][CH:19]=4)=[C:11]4[C:16](=[CH:17][C:7]=3[S:6][C:5]=2[CH:4]=[CH:3][CH:2]=1)[CH:15]=[CH:14][CH:13]=[CH:12]4.S(Cl)([Cl:32])(=O)=O.O>C(Cl)(Cl)Cl>[Cl:32][C:17]1[C:7]2[S:6][C:5]3[CH:4]=[CH:3][CH:2]=[CH:1][C:9]=3[C:8]=2[C:10]([C:18]2[CH:23]=[CH:22][C:21]([O:24][S:25]([CH3:28])(=[O:27])=[O:26])=[CH:20][CH:19]=2)=[C:11]2[C:16]=1[CH:15]=[CH:14][CH:13]=[CH:12]2. Yield: 88.3%. Conditions: time 19 hour. Starting materials: S1C(=NC=C1)C1=C(C=CC=C1)CO ((2-(thiazol-2-yl)phenyl)methanol), C1(C=2C(C(N1)=O)=CC=CC2)=O (phthalimide), C1(=CC=CC=C1)P(C1=CC=CC=C1)C1=CC=CC=C1 (triphenylphosphine), N(=NC(=O)OC(C)C)C(=O)OC(C)C (diisopropyl azodicarboxylate). The solvent is C1CCOC1 (THF). Run at temperature 0 celsius, time 30 minute. The product is S1C(=NC=C1)C1=C(CN2C(C3=CC=CC=C3C2=O)=O)C=CC=C1 (2-(2-(thiazol-2-yl)benzyl)isoindoline-1,3-dione). Yield: 67.3%. As a reaction SMILES: [S:1]1[CH:5]=[CH:4][N:3]=[C:2]1[C:6]1[CH:11]=[CH:10][CH:9]=[CH:8][C:7]=1[CH2:12]O.[C:14]1(=[O:24])[NH:18][C:17](=[O:19])[C:16]2=[CH:20][CH:21]=[CH:22][CH:23]=[C:15]12.C1(P(C2C=CC=CC=2)C2C=CC=CC=2)C=CC=CC=1.N(C(OC(C)C)=O)=NC(OC(C)C)=O>C1COCC1>[S:1]1[CH:5]=[CH:4][N:3]=[C:2]1[C:6]1[CH:11]=[CH:10][CH:9]=[CH:8][C:7]=1[CH2:12][N:18]1[C:14](=[O:24])[C:15]2[C:16](=[CH:20][CH:21]=[CH:22][CH:23]=2)[C:17]1=[O:19]. Procedure: To a stirred solution of (2-(thiazol-2-yl)phenyl)methanol (0.95 g, 5.1 mmol) in THF (15 mL) was added phthalimide (1.12 g, 7.65 mmol), triphenylphosphine (2.0 g, 7.65 mmol). The mixture was cooled in an ice-water bath and diisopropyl azodicarboxylate (3.1 g, 15.3 mmol) was added dropwise. After the addition, the mixture was stirred at 0° C. for 30 min, and at rt for 18 h. The mixture was then filtered and the filtrate was evaporated. The residue was purified by column chromatography to yield 2-(...